The task is: describe an organic reaction: reactants, conditions, products, and yield. This data is from the Open Reaction Database (ORD), a public repository of structured organic reaction records. Reactants: Brc1ccc(cn1)c2ccccc2, CC1(C)OB(OC1(C)C)c2cn(c3ncccc23)S(=O)(=O)c4ccccc4. The reagents and catalysts are CCN=P(N=P(N(C)C)(N(C)C)N(C)C)(N(C)C)N(C)C (P2-Et), CC(C)c1cc(C(C)C)c(-c2ccccc2[PH](C(C)(C)C)(C(C)(C)C)[Pd]2(OS(C)(=O)=O)Nc3ccccc3-c3ccccc32)c(C(C)C)c1 (tBuXphos G3). Run in CS(C)=O (DMSO), O (water), CS(C)=O (DMSO), CS(C)=O (DMSO), CS(C)=O (DMSO). Conditions: time 22 hour. Product: O=S(=O)(c1ccccc1)n2cc(c3ccc(cn3)c4ccccc4)c5cccnc25, Brc1ccc(cn1)c2ccccc2, c1ccc(-c2ccccc2)cc1. Reactants: C1CCOC1, [Li]CCCC, CC(C)c1coc2ccccc12, CN(C)C=O. Product: CC(C)c1c(C=O)oc2ccccc12. Reaction SMILES: [CH2:23]1[O:24][CH2:25][CH2:26][CH2:27]1.[CH3:13][CH2:14][CH2:15][CH2:16][Li:17].[CH:1]([CH3:2])([CH3:3])[c:4]1[cH:5][o:6][c:7]2[c:8]1[cH:9][cH:10][cH:11][cH:12]2.[O:18]=[CH:19][N:20]([CH3:21])[CH3:22]>>[CH:1]([CH3:2])([CH3:3])[c:4]1[c:5]([CH:19]=[O:18])[o:6][c:7]2[c:8]1[cH:9][cH:10][cH:11][cH:12]2. Starting materials: COC(=O)c1cc(C(C)=O)cc(C(=O)NC(C)c2ccccc2)c1, C1CCOC1, CO, [Li+], [OH-], O. The product is CC(=O)c1cc(C(=O)O)cc(C(=O)NC(C)c2ccccc2)c1. Reaction SMILES: [C:1]([CH3:2])(=[O:3])[c:4]1[cH:5][c:6]([C:7](=[O:8])[O:9][CH3:10])[cH:11][c:12]([C:14]([NH:15][CH:16]([CH3:17])[c:18]2[cH:19][cH:20][cH:21][cH:22][cH:23]2)=[O:24])[cH:13]1.[CH2:30]1[O:31][CH2:32][CH2:33][CH2:34]1.[CH3:25][OH:26].[Li+:29].[OH-:28].[OH2:27]>>[C:1]([CH3:2])(=[O:3])[c:4]1[cH:5][c:6]([C:7](=[O:8])[OH:9])[cH:11][c:12]([C:14]([NH:15][CH:16]([CH3:17])[c:18]2[cH:19][cH:20][cH:21][cH:22][cH:23]2)=[O:24])[cH:13]1. Reactants: Cc1ccccc1, NC1c2cc([N+](=O)[O-])ccc2CC1O, [Na+], [OH-], O=C([O-])C(O)c1ccccc1, O=C(Cl)c1ccc(-c2ccccc2)cc1. Yields the product O=C(NC1c2cc([N+](=O)[O-])ccc2CC1O)c1ccc(-c2ccccc2)cc1. As a reaction SMILES: [CH3:43][c:44]1[cH:45][cH:46][cH:47][cH:48][cH:49]1.[NH2:1][CH:2]1[CH:3]([OH:14])[CH2:4][c:5]2[cH:6][cH:7][c:8]([N+:11](=[O:12])[O-:13])[cH:9][c:10]21.[Na+:27].[OH-:26].[OH:15][CH:16]([c:17]1[cH:18][cH:19][cH:20][cH:21][cH:22]1)[C:23](=[O:24])[O-:25].[c:28]1(-[c:37]2[cH:38][cH:39][cH:40][cH:41][cH:42]2)[cH:29][cH:30][c:31]([C:34](=[O:35])[Cl:36])[cH:32][cH:33]1>>[NH:1]([CH:2]1[CH:3]([OH:14])[CH2:4][c:5]2[cH:6][cH:7][c:8]([N+:11](=[O:12])[O-:13])[cH:9][c:10]21)[C:34]([c:31]1[cH:30][cH:29][c:28](-[c:37]2[cH:38][cH:39][cH:40][cH:41][cH:42]2)[cH:33][cH:32]1)=[O:35]. Reactants: C1(CCCCC1)NC(=O)C1NCC2(CC2)C1 (N-cyclohexyl-5-azaspiro[2.4]heptane-6-carboxamide), ClCCCl (1,2-dichloroethane), C(C(C)C)=O (isobutyraldehyde), TEA, C(C)(=O)O[BH-](OC(C)=O)OC(C)=O.[Na+] (sodium triacetoxyborohydride). Conditions: time 30 minute. The product is C1(CCCCC1)NC(=O)C1N(CC2(CC2)C1)CC(C)C (N-Cyclohexyl-5-isobutyl-5-azaspiro[2.4]heptane-6-carboxamide). Reaction SMILES: [CH:1]1([NH:7][C:8]([CH:10]2[CH2:16][C:13]3([CH2:15][CH2:14]3)[CH2:12][NH:11]2)=[O:9])[CH2:6][CH2:5][CH2:4][CH2:3][CH2:2]1.ClCCCl.[CH:21](=O)[CH:22]([CH3:24])[CH3:23].C(O[BH-](OC(=O)C)OC(=O)C)(=O)C.[Na+]>>[CH:1]1([NH:7][C:8]([CH:10]2[CH2:16][C:13]3([CH2:14][CH2:15]3)[CH2:12][N:11]2[CH2:21][CH:22]([CH3:24])[CH3:23])=[O:9])[CH2:6][CH2:5][CH2:4][CH2:3][CH2:2]1 |f:3.4|. Procedure details: To a solution of N-cyclohexyl-5-azaspiro[2.4]heptane-6-carboxamide (10.0 mg, 0.0000450 mol) in 1,2-dichloroethane (0.5 mL, 0.006 mol) was added isobutyraldehyde (4.9 μL, 0.000054 mol), TEA (10 μL, 0.00009 mol), and sodium triacetoxyborohydride (20 mg, 0.00009 mol). After stirring for 30 min. at RT, the reaction mixture was quenched with saturated aqueous NaHCO3 and extracted with EtOAc. The combined organic extracts were washed with brine, then dried (MgSO4), filtered and concentrated in vacuo. ... The reactants are CCOC(CNc1ccc(C)c(Br)c1)OCC, O=C([O-])O, ClCCl, [Na+], O=S(=O)(Cl)c1ccccc1, c1ccncc1. Yields the product CCOC(CN(c1ccc(C)c(Br)c1)S(=O)(=O)c1ccccc1)OCC. As a reaction SMILES: [Br:11][c:12]1[cH:13][c:14]([NH:19][CH2:20][CH:21]([O:22][CH2:23][CH3:24])[O:25][CH2:26][CH3:27])[cH:15][cH:16][c:17]1[CH3:18].[C:34](=[O:35])([O-:36])[OH:37].[Cl:39][CH2:40][Cl:41].[Na+:38].[c:1]1([S:7](=[O:8])(=[O:9])[Cl:10])[cH:2][cH:3][cH:4][cH:5][cH:6]1.[cH:28]1[cH:29][cH:30][n:31][cH:32][cH:33]1>>[c:1]1([S:7](=[O:8])(=[O:9])[N:19]([c:14]2[cH:13][c:12]([Br:11])[c:17]([CH3:18])[cH:16][cH:15]2)[CH2:20][CH:21]([O:22][CH2:23][CH3:24])[O:25][CH2:26][CH3:27])[cH:2][cH:3][cH:4][cH:5][cH:6]1. The reactants are Cl (hydrochloric acid), [I-].CN1CC(=CC=C1)CCCN1C(C=2C(C1=O)=CC=CC2)=O (N-(3-(1-Methyl-pyridin-3-yl)-propyl)-phthalimide iodide), [BH4-].[Na+] (sodium borohydride), resultant suspension, [OH-].[Na+] (sodium hydroxide). Solvent: CO (methanol), O (water). Run at temperature 0 celsius, time 30 minute. Product: CN1CC(CCC1)CCCN1C(C=2C(C1=O)=CC=CC2)=O (N-(3-(1-Methyl-piperidin-3-yl)-propyl)-phthalimide). Yield: 41.8%. RXN SMILES: [I-].[CH3:2][N:3]1[CH:8]=[CH:7][CH:6]=[C:5]([CH2:9][CH2:10][CH2:11][N:12]2[C:16](=[O:17])[C:15]3=[CH:18][CH:19]=[CH:20][CH:21]=[C:14]3[C:13]2=[O:22])[CH2:4]1.[BH4-].[Na+].Cl.[OH-].[Na+]>CO.O>[CH3:2][N:3]1[CH2:8][CH2:7][CH2:6][CH:5]([CH2:9][CH2:10][CH2:11][N:12]2[C:16](=[O:17])[C:15]3=[CH:18][CH:19]=[CH:20][CH:21]=[C:14]3[C:13]2=[O:22])[CH2:4]1 |f:0.1,2.3,5.6|. Procedure details: To a cooled (−78° C.) suspension of the product of step b (1.49 g, 3.65 mmol) in methanol (36 ml) was added portionwise sodium borohydride (270 mg, 7.30 mmol) and the resultant suspension stirred at this temperature for 20 minutes. The suspension was allowed to warm to 0° C. and the reaction stirred for a further 30 minutes. The suspension was treated with aqueous 2M hydrochloric acid (3.6 ml) and the stirring was continued for a further 1 h. The reaction mixture was treated with sufficient aque... Product: Cc1[nH]cnc1CC1CCc2cc3ccccc3n2C1=O. RXN SMILES: [CH3:1][c:2]1[c:3]([CH:7]=[C:8]2[CH2:9][CH2:10][c:11]3[n:12]([c:13]4[cH:14][cH:15][cH:16][cH:17][c:18]4[cH:19]3)[C:20]2=[O:21])[n:4][cH:5][nH:6]1.[CH3:26][CH2:27][OH:28].[CH:22]([O-:23])=[O:24].[NH4+:25].[O:29]1[CH2:30][CH2:31][CH2:32][CH2:33]1.[OH2:34]>>[CH3:1][c:2]1[c:3]([CH2:7][CH:8]2[CH2:9][CH2:10][c:11]3[n:12]([c:13]4[cH:14][cH:15][cH:16][cH:17][c:18]4[cH:19]3)[C:20]2=[O:21])[n:4][cH:5][nH:6]1. The reactants are Cc1[nH]cnc1C=C1CCc2cc3ccccc3n2C1=O, CCO, O=C[O-], [NH4+], C1CCOC1, O.